From a dataset of the Open Reaction Database (ORD), a public repository of structured organic reaction records. describe an organic reaction: reactants, conditions, products, and yield The reactants are O=C(Cl)C=Cc1cccc([N+](=O)[O-])c1, CCCCCCCCCC(C)N, C1CCOC1. Yields the product CCCCCCCCCC(C)NC(=O)C=Cc1cccc([N+](=O)[O-])c1. RXN SMILES: [N+:13](=[O:14])([O-:15])[c:16]1[cH:17][c:18]([CH:22]=[CH:23][C:24](=[O:25])[Cl:26])[cH:19][cH:20][cH:21]1.[NH2:1][CH:2]([CH3:3])[CH2:4][CH2:5][CH2:6][CH2:7][CH2:8][CH2:9][CH2:10][CH2:11][CH3:12].[O:27]1[CH2:28][CH2:29][CH2:30][CH2:31]1>>[NH:1]([CH:2]([CH3:3])[CH2:4][CH2:5][CH2:6][CH2:7][CH2:8][CH2:9][CH2:10][CH2:11][CH3:12])[C:24]([CH:23]=[CH:22][c:18]1[cH:17][c:16]([N+:13](=[O:14])[O-:15])[cH:21][cH:20][cH:19]1)=[O:25]. Starting materials: [OH-].[Na+] (NaOH), C(C1=CC=CC=C1)N1CC2CN(CC(C1)C2=O)CC2=CC=CC=C2 (3,7-dibenzyl-3,7-diazabicyclo[3.3.1]nonane-9-one), C(CO)O (ethylene glycol), CC=1C=CC(=CC1)S(=O)(=O)O (p-TSA). Run in C1(=CC=CC=C1)C (toluene). Yields the product C(C1=CC=CC=C1)N1C2C3(CN(CC(C1)C3)CC3=CC=CC=C3)OCCO2 (3,7-Dibenzyl 9-(1,2-ethylenedioxy)-3,7-diazabicyclo[3.3.1]nonane). RXN SMILES: [CH2:1]([N:8]1[CH2:15][CH:14]2[C:16](=O)[CH:10]([CH2:11][N:12]([CH2:18][C:19]3[CH:24]=[CH:23][CH:22]=[CH:21][CH:20]=3)[CH2:13]2)[CH2:9]1)[C:2]1[CH:7]=[CH:6][CH:5]=[CH:4][CH:3]=1.[CH2:25]([OH:28])[CH2:26][OH:27].CC1C=CC(S(O)(=O)=O)=CC=1.[OH-].[Na+]>C1(C)C=CC=CC=1>[CH2:18]([N:12]1[CH2:13][CH:14]2[CH2:16][C:10]3([O:27][CH2:26][CH2:25][O:28][CH:11]13)[CH2:9][N:8]([CH2:1][C:2]1[CH:3]=[CH:4][CH:5]=[CH:6][CH:7]=1)[CH2:15]2)[C:19]1[CH:20]=[CH:21][CH:22]=[CH:23][CH:24]=1 |f:3.4|. Reported procedure: A solution of 3,7-dibenzyl-3,7-diazabicyclo[3.3.1]nonane-9-one (10.0 g; 29.8 mmol; Bionet), ethylene glycol (20 g) and p-TSA (12.5 g; 65.7 mmol) in toluene (200 mL) was refluxed in a Dean-Stark apparatus for 12 h. NaOH (200 mL, 2M) was added and the organic layer separated, dried and concentrated to give the sub-title compound in a quantitative yield. The reactants are [BH4-], CO, CCOC(=O)c1ncc(C)c(Cl)c1C, Cl, [Na+]. The product is Cc1cnc(CO)c(C)c1Cl. As a reaction SMILES: [BH4-:15].[CH3:18][OH:19].[Cl:1][c:2]1[c:3]([CH3:14])[c:4]([C:9](=[O:10])[O:11][CH2:12][CH3:13])[n:5][cH:6][c:7]1[CH3:8].[ClH:17].[Na+:16]>>[Cl:1][c:2]1[c:3]([CH3:14])[c:4]([CH2:9][OH:10])[n:5][cH:6][c:7]1[CH3:8].